Dataset: the Open Reaction Database (ORD), a public repository of structured organic reaction records. Task: describe an organic reaction: reactants, conditions, products, and yield The reactants are NC1=NC=2C=CC=CC2C=2C1=NN(C2CC(C#N)(C)C)CCOC (3-[4-Amino-2-(2-methoxyethyl)-2H-pyrazolo[3,4-c]quinolin-1-yl]-2,2-dimethylpropanenitrile), OO (hydrogen peroxide), C(C)O (ethanol), [OH-].[Na+] (sodium hydroxide). Solvent: O (Water). Reaction conditions: temperature 50 celsius. The product is NC1=NC=2C=CC=CC2C=2C1=NN(C2CC(C(=O)N)(C)C)CCOC (3-[4-amino-2-(2-methoxyethyl)-2H-pyrazolo[3,4-c]quinolin-1-yl]-2,2-dimethylpropanamide). RXN SMILES: [NH2:1][C:2]1[C:11]2=[N:12][N:13]([CH2:21][CH2:22][O:23][CH3:24])[C:14]([CH2:15][C:16]([CH3:20])([CH3:19])[C:17]#[N:18])=[C:10]2[C:9]2[CH:8]=[CH:7][CH:6]=[CH:5][C:4]=2[N:3]=1.C([OH:27])C.[OH-].[Na+].OO>O>[NH2:1][C:2]1[C:11]2=[N:12][N:13]([CH2:21][CH2:22][O:23][CH3:24])[C:14]([CH2:15][C:16]([CH3:20])([CH3:19])[C:17]([NH2:18])=[O:27])=[C:10]2[C:9]2[CH:8]=[CH:7][CH:6]=[CH:5][C:4]=2[N:3]=1 |f:2.3|. Reported procedure: 3-[4-Amino-2-(2-methoxyethyl)-2H-pyrazolo[3,4-c]quinolin-1-yl]-2,2-dimethylpropanenitrile (436 mg, 1.35 mmol), ethanol (5 mL), sodium hydroxide (0.056 mL of 6 N), and 30% w/w hydrogen peroxide (0.54 mL, 4.7 mmol) were combined and heated at 50° C. for 18.5 hours. Water was added, and the ethanol was removed under reduced pressure. The mixture was extracted with chloroform, and the combined extracts were dried over magnesium sulfate, filtered, and concentrated under reduced pressure. The residue ... Starting materials: C(Cl)Cl (Methylene chloride), ClC1=NC=CC(=C1F)CO ((2-chloro-3-fluoropyridin-4-yl)-methanol), N1C=NC=C1 (imidazole), C(C)(C)(C)[Si](Cl)(C)C (tert-butyldimethylchlorosilane). The solvent is CN(C)C=O (DMF). Conditions: time 2 hour. Product: [Si](C)(C)(C(C)(C)C)OCC1=C(C(=NC=C1)Cl)F (4-(tert-Butyldimethylsilyloxymethyl)-2-chloro-3-fluoropyridine). Yield: 93.3%. As a reaction SMILES: [Cl:1][C:2]1[C:7]([F:8])=[C:6]([CH2:9][OH:10])[CH:5]=[CH:4][N:3]=1.N1C=CN=C1.[C:16]([Si:20]([CH3:23])([CH3:22])Cl)([CH3:19])([CH3:18])[CH3:17].C(Cl)Cl>CN(C=O)C>[Si:20]([O:10][CH2:9][C:6]1[CH:5]=[CH:4][N:3]=[C:2]([Cl:1])[C:7]=1[F:8])([C:16]([CH3:19])([CH3:18])[CH3:17])([CH3:23])[CH3:22]. Procedure: A mixture of (2-chloro-3-fluoropyridin-4-yl)-methanol (200 mg, 1.24 mmol), imidazole (253 mg, 3.72 mmol) and tert-butyldimethylchlorosilane (373 mg, 2.48 mmol) in DMF was stirred at room temperature for 2 hours. Methylene chloride was then added to the reaction solution, and the solution was washed with saturated saline. The organic layer was dried over anhydrous magnesium sulfate, and the solvent was distilled away under reduced pressure. The resultant residue was purified by silica gel column ... Product: CCCN(CC1CCN(S(C)(=O)=O)CC1)C(C)Cc1cccc(NC(N)=O)c1. Reactants: CC(=O)O, N#CO[K], CCCN(CC1CCN(S(C)(=O)=O)CC1)C(C)Cc1cccc(N)c1, [Na+], [OH-], O. RXN SMILES: [CH3:33][C:34](=[O:35])[OH:36].[K:1][O:2][C:3]#[N:4].[NH2:5][c:6]1[cH:7][c:8]([CH2:12][CH:13]([CH3:14])[N:15]([CH2:16][CH2:17][CH3:18])[CH2:19][CH:20]2[CH2:21][CH2:22][N:23]([S:26](=[O:27])(=[O:28])[CH3:29])[CH2:24][CH2:25]2)[cH:9][cH:10][cH:11]1.[Na+:31].[OH-:30].[OH2:32]>>[O:2]=[C:3]([NH2:4])[NH:5][c:6]1[cH:7][c:8]([CH2:12][CH:13]([CH3:14])[N:15]([CH2:16][CH2:17][CH3:18])[CH2:19][CH:20]2[CH2:21][CH2:22][N:23]([S:26](=[O:27])(=[O:28])[CH3:29])[CH2:24][CH2:25]2)[cH:9][cH:10][cH:11]1. Reactants: CC1=C(C=C(C=C1)C)N1CCN(CC1)C(=O)C1N(C(N(C1)S(=O)(=O)C1=CC=C(C=C1)C)=O)C1=CC=CC=C1 ((RS)-4-[4-(2,5-Dimethyl-phenyl)-piperazine-1-carbonyl]-3-phenyl-1-(toluene-4-sulfonyl)-imidazolidin-2-one), [Mg] (magnesium). Run in CO (methanol). Conditions: time 18 hour. Product: CC1=C(C=C(C=C1)C)N1CCN(CC1)C(=O)C1CNC(N1C1=CC=CC=C1)=O ((RS)-5-[4-(2,5-dimethyl-phenyl)-piperazine-1-carbonyl]-1-phenyl-imidazolidin-2-one). Isolated yield 69.7%. As a reaction SMILES: [CH3:1][C:2]1[CH:7]=[CH:6][C:5]([CH3:8])=[CH:4][C:3]=1[N:9]1[CH2:14][CH2:13][N:12]([C:15]([CH:17]2[CH2:21][N:20](S(C3C=CC(C)=CC=3)(=O)=O)[C:19](=[O:32])[N:18]2[C:33]2[CH:38]=[CH:37][CH:36]=[CH:35][CH:34]=2)=[O:16])[CH2:11][CH2:10]1.[Mg]>CO>[CH3:1][C:2]1[CH:7]=[CH:6][C:5]([CH3:8])=[CH:4][C:3]=1[N:9]1[CH2:14][CH2:13][N:12]([C:15]([CH:17]2[N:18]([C:33]3[CH:34]=[CH:35][CH:36]=[CH:37][CH:38]=3)[C:19](=[O:32])[NH:20][CH2:21]2)=[O:16])[CH2:11][CH2:10]1. Reported procedure: A suspension of (RS)-4-[4-(2,5-dimethyl-phenyl)-piperazine-1-carbonyl]-3-phenyl-1-(toluene-4-sulfonyl)-imidazolidin-2-one (example 10, 0.59 g) and magnesium powder (0.215 g) in methanol (25 ml) was refluxed for 7 h and stirred at room temperature for 18 h. The mixture was filtered and the filtrate was concentrated. The product was purified by chromatography ((SiO2, ethyl acetate=>ethyl acetate/methanol 95:5) to give (RS)-5-[4-(2,5-dimethyl-phenyl)-piperazine-1-carbonyl]-1-phenyl-imidazolidin-2-o...